The task is: describe an organic reaction: reactants, conditions, products, and yield. This data is from the Open Reaction Database (ORD), a public repository of structured organic reaction records. The reactants are ClC1=NC=2N(C(=C1)N1CCOCC1)N=C(C2)C2=CC=C(C=C2)C (5-chloro-2-(4-methylphenyl)-7-morpholin-4-yl-pyrazolo[1,5-a]pyrimidine), C([O-])([O-])=O.[K+].[K+] (potassium carbonate), O.NN (hydrazine monohydrate), C(C)O (ethanol). Conditions: temperature 150 celsius, time 20 minute. Yields the product CC=1C=C(C=NNC2=NC=3N(C(=C2)N2CCOCC2)N=C(C3)C3=CC=C(C=C3)C)C=CC1 (N-(3-Methyl-benzylidene)-N′-{2-(4-methylphenyl)-7-morpholin-4-yl-pyrazolo[1,5-a]pyrimidin-5-yl}-hydrazine). As a reaction SMILES: Cl[C:2]1[CH:7]=[C:6]([N:8]2[CH2:13][CH2:12][O:11][CH2:10][CH2:9]2)[N:5]2[N:14]=[C:15]([C:17]3[CH:22]=[CH:21][C:20]([CH3:23])=[CH:19][CH:18]=3)[CH:16]=[C:4]2[N:3]=1.C(=O)([O-])[O-].[K+].[K+].O.[NH2:31][NH2:32].[CH2:33](O)[CH3:34]>>[CH3:4][C:16]1[CH:15]=[C:17]([CH:18]=[CH:33][CH:34]=1)[CH:22]=[N:31][NH:32][C:2]1[CH:7]=[C:6]([N:8]2[CH2:13][CH2:12][O:11][CH2:10][CH2:9]2)[N:5]2[N:14]=[C:15]([C:17]3[CH:22]=[CH:21][C:20]([CH3:23])=[CH:19][CH:18]=3)[CH:16]=[C:4]2[N:3]=1 |f:1.2.3,4.5|. Reported procedure: There was suspended, in ethanol (2 mL), 5-chloro-2-(4-methylphenyl)-7-morpholin-4-yl-pyrazolo[1,5-a]pyrimidine (50.0 mg, 0.152 mM) and then potassium carbonate (23.1 mg, 0.152 mM) and hydrazine monohydrate (36.9 μL, 0.760 mM) were added to the resulting suspension. This suspension was stirred at 150° C. for 20 minutes under the irradiation with microwaves, diluted with a saturated common salt aqueous solution and then extracted with ethyl acetate. The extracts thus obtained were combined, dried ... Reactants: [Cl-], [Fe], CC(C)(C)OC(=O)N1CC=C(c2n[nH]c3ccc([N+](=O)[O-])cc23)CC1, [NH4+]. As a reaction SMILES: [Cl-:26].[Fe:28].[N+:1]([O-:2])(=[O:3])[c:4]1[cH:5][c:6]2[c:7]([C:13]3=[CH:14][CH2:15][N:16]([C:19](=[O:20])[O:21][C:22]([CH3:23])([CH3:24])[CH3:25])[CH2:17][CH2:18]3)[n:8][nH:9][c:10]2[cH:11][cH:12]1.[NH4+:27]>>[NH2:1][c:4]1[cH:5][c:6]2[c:7]([C:13]3=[CH:14][CH2:15][N:16]([C:19](=[O:20])[O:21][C:22]([CH3:23])([CH3:24])[CH3:25])[CH2:17][CH2:18]3)[n:8][nH:9][c:10]2[cH:11][cH:12]1. Product: CC(C)(C)OC(=O)N1CC=C(c2n[nH]c3ccc(N)cc23)CC1. Starting materials: N (NH3), N (NH3), [N+](=O)([O-])NC(OCC)=O (ethyl N-nitrocarbamate), C(Cl)Cl (CH2Cl2), N (NH3). The solvent is CO (CH3OH). Yields the product [N+](=O)([O-])NC(OCC)=O.[NH4+] (ammonium ethyl N-nitrocarbamate). The yield is 99.0%. RXN SMILES: [NH3:1].[N+:2]([NH:5][C:6](=[O:10])[O:7][CH2:8][CH3:9])([O-:4])=[O:3].C(Cl)Cl>CO>[N+:2]([NH:5][C:6](=[O:10])[O:7][CH2:8][CH3:9])([O-:4])=[O:3].[NH4+:1] |f:4.5|. Procedure: Anhydrous NH3 (g) was bubbled into a stirred solution of ethyl N-nitrocarbamate (503.0 g, 3.75 mol, mp 63°-66° C.), CH2Cl2 (1625 mL) and dry CH3OH (825 mL), precooled to 9° C. under N2, until the exothermic reaction subsided (the NH3 addition rate was controlled so as not to exceed a reaction temperature of 23° C.). After the NH3 addition was complete, the mixture was filtered and the collected solid was dried under high vacuum (overnight) to give ammonium ethyl N-nitrocarbamate as colorless cry... The reactants are ClC1=NC2=CC=C(C=C2C=C1C(=O)O)Cl (2,6-dichloroquinoline-3-carboxylic acid), NC(C(=O)N)CC1=CC=CC=C1 (2-amino-3-phenyl-propionamide). Yields the product C(N)(=O)C(CC1=CC=CC=C1)NC1=NC2=CC=C(C=C2C=C1C(=O)O)Cl (2-(1-Carbamoyl-2-phenyl-ethylamino)-6-chloro-quinoline-3-carboxylic acid). Reaction SMILES: Cl[C:2]1[C:11]([C:12]([OH:14])=[O:13])=[CH:10][C:9]2[C:4](=[CH:5][CH:6]=[C:7]([Cl:15])[CH:8]=2)[N:3]=1.[NH2:16][CH:17]([CH2:21][C:22]1[CH:27]=[CH:26][CH:25]=[CH:24][CH:23]=1)[C:18]([NH2:20])=[O:19]>>[C:18]([CH:17]([NH:16][C:2]1[C:11]([C:12]([OH:14])=[O:13])=[CH:10][C:9]2[C:4](=[CH:5][CH:6]=[C:7]([Cl:15])[CH:8]=2)[N:3]=1)[CH2:21][C:22]1[CH:27]=[CH:26][CH:25]=[CH:24][CH:23]=1)(=[O:19])[NH2:20]. Reported procedure: In close analogy to the procedure described in Example 32, 2,6-dichloroquinoline-3-carboxylic acid is reacted with 2-amino-3-phenyl-propionamide to provide the title compound in good yield. LCMS m/z 370 (M+1). 1H-NMR (400 MHz, DMSO-d6), δ (ppm) 3.02-3.07 (m, 1H); 3.17-3.22 (m, 1H); 4.90-4.95 (m, 1H); 7.09-7.24 (m, 6H); 7.49-7.62 (m, 3H); 7.96 (d, 2.4 Hz, 1H); 8.52 (d, 6.4 Hz, 1H); 8.72 (s, 1H). Reactants: C1(=CC=CC=C1)COC=1C=C(C=CC1OCC1=CC=CC=C1)CCN(C(C(F)(F)F)=O)CCCCCCSCCC1=CC=CC=C1 (N-[2-[3,4-Bis(phenylmethoxy)phenyl]ethyl]-N-[6-(2-phenylethylthio)hexyl]-2,2,2-trifluoroacetamide), [OH-].[Na+] (sodium hydroxide). The solvent is C(C)O (ethanol). Yields the product C1(=CC=CC=C1)CCSCCCCCCNCCC=1C=C(C(=CC1)O)O (4-[2-[6-(2-Phenylethylthio)hexylamino)ethyl]-1,2 benzenediol), hydrochloride salt. RXN SMILES: C1(C[O:8][C:9]2[CH:10]=[C:11]([CH2:23][CH2:24][N:25]([CH2:32][CH2:33][CH2:34][CH2:35][CH2:36][CH2:37][S:38][CH2:39][CH2:40][C:41]3[CH:46]=[CH:45][CH:44]=[CH:43][CH:42]=3)C(=O)C(F)(F)F)[CH:12]=[CH:13][C:14]=2[O:15]CC2C=CC=CC=2)C=CC=CC=1.[OH-].[Na+]>C(O)C>[C:41]1([CH2:40][CH2:39][S:38][CH2:37][CH2:36][CH2:35][CH2:34][CH2:33][CH2:32][NH:25][CH2:24][CH2:23][C:11]2[CH:10]=[C:9]([OH:8])[C:14]([OH:15])=[CH:13][CH:12]=2)[CH:42]=[CH:43][CH:44]=[CH:45][CH:46]=1 |f:1.2|. Procedure: The product from step (b) (7.0 g, 0.011 mole) was heated to reflux for 2 hr with a solution of sodium hydroxide (0.93 g, 0.023 mole) in 90% ethanol (100 ml). The cooled solution was concentrated in vacuo and the residue diluted with water and extracted with dichloromethane. The extracts were washed with water, dried (MgSO4) and evaporated. The residue was dissolved in ether and treated with ethereal-HCl to give the sub-title compound as the hydrochloride salt, a white solid (5.5 g) mp 89°-91°. The reactants are CCOC(=O)c1cc2c(CC)nc(CC)cc2n(Cc2ccc(-c3ccccc3-c3nnn(C(c4ccccc4)(c4ccccc4)c4ccccc4)n3)cc2)c1=O, CO, ClCCl, Cl. The product is CCOC(=O)c1cc2c(CC)nc(CC)cc2n(Cc2ccc(-c3ccccc3-c3nnn[nH]3)cc2)c1=O, Cl. RXN SMILES: [CH2:1]([CH3:2])[c:3]1[c:4]2[cH:5][c:6]([C:53](=[O:54])[O:55][CH2:56][CH3:57])[c:7](=[O:52])[n:8]([CH2:15][c:16]3[cH:17][cH:18][c:19](-[c:22]4[c:23](-[c:28]5[n:29][n:30][n:31]([C:33]([c:34]6[cH:35][cH:36][cH:37][cH:38][cH:39]6)([c:40]6[cH:41][cH:42][cH:43][cH:44][cH:45]6)[c:46]6[cH:47][cH:48][cH:49][cH:50][cH:51]6)[n:32]5)[cH:24][cH:25][cH:26][cH:27]4)[cH:20][cH:21]3)[c:9]2[cH:10][c:11]([CH2:13][CH3:14])[n:12]1.[CH3:58][OH:59].[Cl:61][CH2:62][Cl:63].[ClH:60]>>[CH2:1]([CH3:2])[c:3]1[c:4]2[cH:5][c:6]([C:53](=[O:54])[O:55][CH2:56][CH3:57])[c:7](=[O:52])[n:8]([CH2:15][c:16]3[cH:17][cH:18][c:19](-[c:22]4[c:23](-[c:28]5[n:29][n:30][n:31][nH:32]5)[cH:24][cH:25][cH:26][cH:27]4)[cH:20][cH:21]3)[c:9]2[cH:10][c:11]([CH2:13][CH3:14])[n:12]1.[ClH:60]. Starting materials: C=O (paraformaldehyde), CN(P(=O)(N(C)C)N(C)C)C (hexamethylphosphoramide), solution, C(C)[Mg]Br (ethylmagnesium bromide), O1CCCC1 (tetrahydrofuran), ClC=1C=C(C=CC1)O (3-chlorophenol). Solvent: C1(=CC=CC=C1)C (Toluene), C(C)OCC (diethyl ether). Conditions: temperature 80 celsius. The product is ClC=1C=C(C(C=O)=CC1)O (4-chlorosalicylaldehyde). Isolated yield 73.5%. Reaction SMILES: C([Mg]Br)C.[O:5]1CCC[CH2:6]1.[Cl:10][C:11]1[CH:12]=[C:13]([OH:17])[CH:14]=[CH:15][CH:16]=1.C=O.CN(C)P(N(C)C)(N(C)C)=O>C(OCC)C.C1(C)C=CC=CC=1>[Cl:10][C:11]1[CH:12]=[C:13]([OH:17])[C:14](=[CH:15][CH:16]=1)[CH:6]=[O:5]. Procedure: A 2M solution of ethylmagnesium bromide in tetrahydrofuran (50 ml, 0.10 mole) was placed in a flask, and a solution of 12.85 g (0.10 mole) of 3-chlorophenol in 50 mL of diethyl ether was added slowly with stirring. The addition required two hours, after which the solvents were removed by evaporation under reduced pressure. Toluene (200 ml), 7.50 g (0.25 mole) of paraformaldehyde, and 17.92 g (0.10 mole) of hexamethylphosphoramide were added to the residue, and this mixture was heated at 80° C. f...